From a dataset of the Open Reaction Database (ORD), a public repository of structured organic reaction records. describe an organic reaction: reactants, conditions, products, and yield Starting materials: Na2CO3(sat.), C(C)(C)(C)OC(=O)C1C2CCC(=C1)C2 (Bicyclo[2.2.1]heptan-3-ene-2-carboxylic acid tert-butyl ester), C(C)(C)(C)OC(=O)C1C2CCC(=C1)C2 (bicyclo[2.2.1]heptan-3-ene-2-carboxylic acid tert-butyl ester), ClC=1C=C(C(=O)OO)C=CC1 (m-Chloroperoxybenzoic acid). The solvent is C(Cl)Cl (CH2Cl2). Conditions: time 24 hour. The product is C(C)(C)(C)OC(=O)C1C2CCC(O1)C2 (3-oxa-bicyclo[2.2.1]heptan-2-carboxylic acid tert-butyl ester). RXN SMILES: [C:1]([O:5][C:6]([CH:8]1C=[C:12]2[CH2:14][CH:9]1[CH2:10][CH2:11]2)=[O:7])([CH3:4])([CH3:3])[CH3:2].ClC1C=C(C=CC=1)C(OO)=[O:20]>C(Cl)Cl>[C:1]([O:5][C:6]([CH:8]1[O:20][CH:12]2[CH2:14][CH:9]1[CH2:10][CH2:11]2)=[O:7])([CH3:4])([CH3:3])[CH3:2]. Reported procedure: Bicyclo[2.2.1]heptan-3-ene-2-carboxylic acid tert-butyl ester (1.94 g) is dissolved in CH2Cl2 (20 mL). m-Chloroperoxybenzoic acid (2.7 g, 70%) was added and the mixture was stirred 24 hrs. When bicyclo[2.2.1]heptan-3-ene-2-carboxylic acid tert-butyl ester disappeared, Na2CO3(sat.) (20 mL) was added then stirred for an additional 2 hrs. The reaction mixture was extracted with ethyl acetate (20 mL×3). The combined organic layers were washed till the pH=7 then evaporated to dryness to obtain the 3-... Solvent: C(Cl)(Cl)(Cl)Cl (CCl4). Procedure details: A solution of tert-butyl 5-methylpyrazin-2-ylcarbamate (2.79 g, 13.33 mmol), NBS (2.61 g, 14.67 mmol) and AlBN (0.219 g, 1.33 mmol) in CCl4 (45 mL) was purged with Argon, then the solution was heated with 85° C. oil bath for 4 h. The reaction mixture was cooled to room temperature, concentrated and the residue was redissolved in EtOAc (˜50 mL), washed with dilute aqueous NaOH twice (10 mL 1 N NaOH diluted in 20 mL H2O), brine (30 mL), dried (Na2SO4) and concentrated. The residue was further puri... Conditions: temperature 85 celsius. The product is BrCC=1N=CC(=NC1)NC(OC(C)(C)C)=O (tert-butyl 5-(bromomethyl)pyrazin-2-ylcarbamate). The reactants are CC=1N=CC(=NC1)NC(OC(C)(C)C)=O (tert-butyl 5-methylpyrazin-2-ylcarbamate), C1CC(=O)N(C1=O)Br (NBS), AlBN. Reaction SMILES: [CH3:1][C:2]1[N:3]=[CH:4][C:5]([NH:8][C:9](=[O:15])[O:10][C:11]([CH3:14])([CH3:13])[CH3:12])=[N:6][CH:7]=1.C1C(=O)N([Br:23])C(=O)C1>C(Cl)(Cl)(Cl)Cl>[Br:23][CH2:1][C:2]1[N:3]=[CH:4][C:5]([NH:8][C:9](=[O:15])[O:10][C:11]([CH3:12])([CH3:14])[CH3:13])=[N:6][CH:7]=1.